From a dataset of the Open Reaction Database (ORD), a public repository of structured organic reaction records. describe an organic reaction: reactants, conditions, products, and yield Reaction SMILES: C([O:3][C:4]([C:6]1([NH:15][C:16](=[O:29])[C:17]2[CH:22]=[CH:21][CH:20]=[C:19]([CH3:23])[C:18]=2[C:24]2[CH2:28][CH2:27][CH2:26][CH:25]=2)[CH2:14][C:13]2[C:8](=[CH:9][CH:10]=[CH:11][CH:12]=2)[CH2:7]1)=[O:5])C.[OH-].[K+].O>CCO>[C:24]1([C:18]2[C:19]([CH3:23])=[CH:20][CH:21]=[CH:22][C:17]=2[C:16]([NH:15][C:6]2([C:4]([OH:5])=[O:3])[CH2:7][C:8]3[C:13](=[CH:12][CH:11]=[CH:10][CH:9]=3)[CH2:14]2)=[O:29])[CH2:28][CH2:27][CH2:26][CH:25]=1 |f:1.2|. Conditions: time 8 hour. The yield is 100.2%. Starting materials: C(C)OC(=O)C1(CC2=CC=CC=C2C1)NC(C1=C(C(=CC=C1)C)C1=CCCC1)=O (2-(2-Cyclopent-1-enyl-3-methyl-benzoylamino)-indan-2-carboxylic acid ethyl ester), [OH-].[K+] (KOH), O (water). Procedure details: The mixture of 2-(2-cyclopent-1-enyl-3-methyl-benzoylamino)-indan-2-carboxylic acid ethyl ester (131) (560 mg, 1.43 mmol) and KOH (1 g, 17.9 mmol) is dissolved in EtOH (8 mL) and water (0.5 mL) under a water bath. The water bath is removed when KOH is completely dissolved and the resulting reaction solution is stirred at RT for 8 h. After concentration in vacuo, the residue is dissolved in water (20 mL) and acidified with conc. HCl until pH˜3. The precipitate is filtered to give a pure product (... The solvent is CCO (EtOH). Yields the product C1(=CCCC1)C1=C(C(=O)NC2(CC3=CC=CC=C3C2)C(=O)O)C=CC=C1C (2-(2-Cyclopent-1-enyl-3-methyl-benzoylamino)-indan-2-carboxylic acid). The reactants are ClC1=C(C=C2C(C(=CN(C2=C1)C1CC1)C(=O)O)=O)[N+](=O)[O-] (7-chloro-1-cyclopropyl-1,4-dihydro-6-nitro-4-oxo-3-quinolinecarboxylic acid), N1CCNCC1 (piperazine). Solvent: CS(=O)C (dimethylsulphoxide). Run at temperature 95 celsius. Product: C1(CC1)N1C=C(C(C2=CC(=C(C=C12)N1CCNCC1)[N+](=O)[O-])=O)C(=O)O (1-cyclopropyl-1,4-dihydro-6-nitro-4-oxo-7-(1-piperazinyl)-3-quinolinecarboxylic acid). The yield is 54.0%. RXN SMILES: Cl[C:2]1[CH:11]=[C:10]2[C:5]([C:6](=[O:18])[C:7]([C:15]([OH:17])=[O:16])=[CH:8][N:9]2[CH:12]2[CH2:14][CH2:13]2)=[CH:4][C:3]=1[N+:19]([O-:21])=[O:20].[NH:22]1[CH2:27][CH2:26][NH:25][CH2:24][CH2:23]1>CS(C)=O>[CH:12]1([N:9]2[C:10]3[C:5](=[CH:4][C:3]([N+:19]([O-:21])=[O:20])=[C:2]([N:22]4[CH2:27][CH2:26][NH:25][CH2:24][CH2:23]4)[CH:11]=3)[C:6](=[O:18])[C:7]([C:15]([OH:17])=[O:16])=[CH:8]2)[CH2:14][CH2:13]1. Procedure details: A mixture of 9.3 g (0.03 mole) of 7-chloro-1-cyclopropyl-1,4-dihydro-6-nitro-4-oxo-3-quinolinecarboxylic acid and 12.9 g (0.15 mole) of piperazine is warmed to 120° C. in 60 ml of dimethylsulphoxide for 15 minutes. After a short time, a precipitate separates out of the hot solution. The mixture is concentrated under a high vacuum, the residue is stirred with 30 ml of water and the mixture is heated again to 95° C. for 30 minutes. The mixture is adjusted to pH 8 with 2N hydrochloric acid and the ... Reactants: O=C(O)c1cc2cccc(F)c2[nH]1, Cc1nc(C(=O)N2C(CN)CC3CC32)c(-c2cccc(F)c2)s1. The product is Cc1nc(C(=O)N2C(CNC(=O)c3cc4cccc(F)c4[nH]3)CC3CC32)c(-c2cccc(F)c2)s1. RXN SMILES: [F:24][c:25]1[cH:26][cH:27][cH:28][c:29]2[cH:30][c:31]([C:34](=[O:35])[OH:36])[nH:32][c:33]12.[NH2:1][CH2:2][CH:3]1[N:4]([C:9](=[O:10])[c:11]2[n:12][c:13]([CH3:23])[s:14][c:15]2-[c:16]2[cH:17][c:18]([F:22])[cH:19][cH:20][cH:21]2)[CH:5]2[CH2:6][CH:7]2[CH2:8]1>>[NH:1]([CH2:2][CH:3]1[N:4]([C:9](=[O:10])[c:11]2[n:12][c:13]([CH3:23])[s:14][c:15]2-[c:16]2[cH:17][c:18]([F:22])[cH:19][cH:20][cH:21]2)[CH:5]2[CH2:6][CH:7]2[CH2:8]1)[C:34]([c:31]1[cH:30][c:29]2[cH:28][cH:27][cH:26][c:25]([F:24])[c:33]2[nH:32]1)=[O:35]. Starting materials: C(C1=CC=CC=C1)OC(=O)N[C@@H](C(C)C)C(=O)N[C@@H](C)C(=O)N[C@@H](C)C(=O)N[C@@H](CC1=CC=CC=C1)C(=O)N[C@@H](CC(C)C)C(=O)N[C@@H](C)C(=O)N[C@@H](CC(C)C)C(=O)N[C@@H](C)C(=O)NCC1=C2OC=3C(=C(C=CC3C(C2=CC=C1OC)(C)C)OC)CC(=O)OCC1=CC=CC=C1 (benzyl 5-[(N-benzyloxycarbonyl-L-valyl-L-alanyl-L-alanyl-L-phenylalanyl-L-leucyl-L-alanyl-L-leucyl-L-alanyl)aminomethyl]-3,6-dimethoxy-9,9-dimethylxanthene-4-acetate), COC=1C=CC=2C(C3=CC=C(C=C3OC2C1CC(=O)[O-])OC)(C)C (3,6-dimethoxy-9,9-dimethylxanthene-4-acetate). The reagents and catalysts are [Pd] (palladium on calcium carbonate). The solvent is FC(C(C(F)(F)F)O)(F)F (hexafluoroisopropanol). Run at time 3 hour. Yields the product C1=CC=C(C=2OC3=CC=CC=C3CC12)CC(=O)O (xanthene-4-acetic acid). As a reaction SMILES: C(OC(N[C@H](C(N[C@H](C(N[C@H](C(N[C@H](C(N[C@H](C(N[C@H](C(N[C@H](C(N[C@H](C(NC[C:67]1[C:80](OC)=[CH:79][CH:78]=[C:77]2[C:68]=1[O:69][C:70]1[C:71]([CH2:87][C:88]([O:90]CC3C=CC=CC=3)=[O:89])=[C:72](OC)[CH:73]=[CH:74][C:75]=1[C:76]2(C)C)=O)C)=O)CC(C)C)=O)C)=O)CC(C)C)=O)CC1C=CC=CC=1)=O)C)=O)C)=O)C(C)C)=O)C1C=CC=CC=1.COC1C=CC2C(C)(C)C3C(OC=2C=1CC([O-])=O)=CC(OC)=CC=3>FC(F)(F)C(O)C(F)(F)F.[Pd]>[CH:74]1[C:75]2[CH2:76][C:77]3[C:68](=[CH:67][CH:80]=[CH:79][CH:78]=3)[O:69][C:70]=2[C:71]([CH2:87][C:88]([OH:90])=[O:89])=[CH:72][CH:73]=1. Procedure details: 100 mg of benzyl 5-[(N-benzyloxycarbonyl-L-valyl-L-alanyl-L-alanyl-L-phenylalanyl-L-leucyl-L-alanyl-L-leucyl-L-alanyl)aminomethyl]-3,6-dimethoxy-9,9-dimethylxanthene-4-acetate (benzyl 5-[(N-benzyloxycarbonyl-SEQ ID NO:9)aminomethyl]-3,6-dimethoxy-9,9-dimethylxanthene-4-acetate) were dissolved in 200 ml of hexafluoroisopropanol, treated with 60 mg of palladium on calcium carbonate (10%) and stirred under hydrogen for 3 hours. After filtering the catalyst the filtrate was concentrated. The residue... The reactants are CN1C2=CC[C@H]3[C@@H]4CC[C@@H]([C@@]4(C)CC[C@@H]3[C@]2(CCC1=O)C)C(=O)O (4-methyl-3-oxo-4-azaandrost-5-ene-17β-carboxylic acid), ClC1=CC=C(C=C1)C(C1=CC=CC=C1)N (α-(4-chlorophenyl)benzylamine). Product: ClC1=CC=C(C=C1)C(C1=CC=CC=C1)NC(=O)[C@@H]1[C@]2(C)[C@@H](CC1)[C@@H]1CC=C3N(C(CC[C@]3(C)[C@H]1CC2)=O)C (N-[α-(4-Chlorophenyl)benzyl]-4-methyl-3-oxo-4-aza-androst-5-ene-17β-carboxamide). The yield is 80.0%. As a reaction SMILES: [CH3:1][N:2]1[C:19](=[O:20])[CH2:18][CH2:17][C@@:16]2([CH3:21])[C:3]1=[CH:4][CH2:5][C@@H:6]1[C@@H:15]2[CH2:14][CH2:13][C@@:11]2([CH3:12])[C@H:7]1[CH2:8][CH2:9][C@@H:10]2[C:22](O)=[O:23].[Cl:25][C:26]1[CH:31]=[CH:30][C:29]([CH:32]([NH2:39])[C:33]2[CH:38]=[CH:37][CH:36]=[CH:35][CH:34]=2)=[CH:28][CH:27]=1>>[Cl:25][C:26]1[CH:27]=[CH:28][C:29]([CH:32]([NH:39][C:22]([C@H:10]2[CH2:9][CH2:8][C@H:7]3[C@H:6]4[C@H:15]([CH2:14][CH2:13][C@:11]23[CH3:12])[C@:16]2([CH3:21])[C:3]([N:2]([CH3:1])[C:19](=[O:20])[CH2:18][CH2:17]2)=[CH:4][CH2:5]4)=[O:23])[C:33]2[CH:38]=[CH:37][CH:36]=[CH:35][CH:34]=2)=[CH:30][CH:31]=1. Procedure details: The title compound was prepared in a yield of 80% in a similar manner to that described in Example 2 by reacting 4-methyl-3-oxo-4-azaandrost-5-ene-17β-carboxylic acid (prepared as described in Preparation 5) and α-(4-chlorophenyl)benzylamine. Starting materials: FC=1C=C(N)C=CC1N1CCCCC1 (3-fluoro-4-(piperidin-1-yl)aniline), C[Al](C)C (trimethylaluminum), N(C(=O)C)\C(=C/C(=O)OC)\C (methyl 3-acetaminocrotonate). Run in C(Cl)Cl (CH2Cl2), C(Cl)Cl (CH2Cl2). Conditions: time 20 minute. The product is FC=1C=C(C=CC1N1CCCCC1)N1C(=NC(=CC1=O)C)C (3-(3-fluoro-4-(piperidin-1-yl)phenyl)-2,6-dimethylpyrimidin-4(3H)-one). The yield is 71.7%. As a reaction SMILES: [F:1][C:2]1[CH:3]=[C:4]([CH:6]=[CH:7][C:8]=1[N:9]1[CH2:14][CH2:13][CH2:12][CH2:11][CH2:10]1)[NH2:5].C[Al](C)C.[NH:19](/[C:23](/[CH3:29])=[CH:24]\[C:25](OC)=[O:26])[C:20]([CH3:22])=O>C(Cl)Cl>[F:1][C:2]1[CH:3]=[C:4]([N:5]2[C:25](=[O:26])[CH:24]=[C:23]([CH3:29])[N:19]=[C:20]2[CH3:22])[CH:6]=[CH:7][C:8]=1[N:9]1[CH2:14][CH2:13][CH2:12][CH2:11][CH2:10]1. Reported procedure: To a solution of 3-fluoro-4-(piperidin-1-yl)aniline (10.00 g, 51 mmol) in anhydrous CH2Cl2 (100 mL) was added trimethylaluminum (155 mL, 155 mmol, 1.0 M in toluene) under N2. The mixture was stirred at rt for 20 min, followed by the addition of a solution of methyl 3-acetaminocrotonate (9.72 g, 62 mmol) in anhydrous CH2Cl2 (20 mL). The reaction mixture was stirred at rt for 5 h, then quenched with saturated NH4Cl aqueous solution and extracted with CH2Cl2. The combined organic phases were washed... The reactants are CC(NC(=O)C(Cc1c[nH]cn1)NC(=O)OC(C)(C)C)C(=O)O, CCN=C=NCCCN(C)C, CCN(C(C)C)C(C)C, Cl, O=C(O)C(F)(F)F, CC(N)C(=O)OCCOc1ccc(-c2c(C#N)c(SCc3csc(-c4ccc(Cl)cc4)n3)nc(N3CCCC3)c2C#N)cc1, CN(C)C=O, O, On1nnc2ccccc21. The product is CC(NC(=O)C(Cc1c[nH]cn1)NC(=O)OC(C)(C)C)C(=O)OCCOc1ccc(-c2c(C#N)c(SCc3csc(-c4ccc(Cl)cc4)n3)nc(N3CCCC3)c2C#N)cc1. Reaction SMILES: [C:1]([CH3:2])([CH3:3])([CH3:4])[O:5][C:6](=[O:7])[NH:8][CH:9]([CH2:10][c:11]1[cH:12][nH:13][cH:14][n:15]1)[C:16](=[O:17])[NH:18][CH:19]([CH3:20])[C:21](=[O:22])[OH:23].[CH3:25][N:26]([CH3:27])[CH2:28][CH2:29][CH2:30][N:31]=[C:32]=[N:33][CH2:34][CH3:35].[CH:47]([N:48]([CH2:49][CH3:50])[CH:51]([CH3:52])[CH3:53])([CH3:54])[CH3:55].[ClH:24].[F:56][C:57]([F:58])([F:59])[C:60]([OH:61])=[O:62].[NH2:63][CH:64]([C:65]([O:66][CH2:69][CH2:70][O:71][c:72]1[cH:73][cH:74][c:75](-[c:78]2[c:79]([C:105]#[N:106])[c:80]([S:91][CH2:92][c:93]3[n:94][c:95](-[c:98]4[cH:99][cH:100][c:101]([Cl:104])[cH:102][cH:103]4)[s:96][cH:97]3)[n:81][c:82]([N:86]3[CH2:87][CH2:88][CH2:89][CH2:90]3)[c:83]2[C:84]#[N:85])[cH:76][cH:77]1)=[O:67])[CH3:68].[O:107]=[CH:108][N:109]([CH3:110])[CH3:111].[OH2:36].[OH:37][n:38]1[c:39]2[cH:40][cH:41][cH:42][cH:43][c:44]2[n:45][n:46]1>>[C:1]([CH3:2])([CH3:3])([CH3:4])[O:5][C:6](=[O:7])[NH:8][CH:9]([CH2:10][c:11]1[cH:12][nH:13][cH:14][n:15]1)[C:16](=[O:17])[NH:18][CH:19]([CH3:20])[C:21](=[O:22])[O:23][CH2:69][CH2:70][O:71][c:72]1[cH:73][cH:74][c:75](-[c:78]2[c:79]([C:105]#[N:106])[c:80]([S:91][CH2:92][c:93]3[n:94][c:95](-[c:98]4[cH:99][cH:100][c:101]([Cl:104])[cH:102][cH:103]4)[s:96][cH:97]3)[n:81][c:82]([N:86]3[CH2:87][CH2:88][CH2:89][CH2:90]3)[c:83]2[C:84]#[N:85])[cH:76][cH:77]1. Reactants: CCOC(=O)C1CCN(C(=O)c2cnc(NC34CC5CC(CC(C5)C3)C4)nc2C(F)(F)F)CC1, CO, Cl, [Na+], C1CCOC1, [OH-], O. The product is O=C(O)C1CCN(C(=O)c2cnc(NC34CC5CC(CC(C5)C3)C4)nc2C(F)(F)F)CC1. RXN SMILES: [C:1]12([NH:11][c:12]3[n:13][cH:14][c:15]([C:22](=[O:23])[N:24]4[CH2:25][CH2:26][CH:27]([C:30](=[O:31])[O:32][CH2:33][CH3:34])[CH2:28][CH2:29]4)[c:16]([C:18]([F:19])([F:20])[F:21])[n:17]3)[CH2:2][CH:3]3[CH2:4][CH:5]([CH2:6][CH:7]([CH2:8]1)[CH2:9]3)[CH2:10]2.[CH3:35][OH:36].[ClH:39].[Na+:38].[O:41]1[CH2:42][CH2:43][CH2:44][CH2:45]1.[OH-:37].[OH2:40]>>[C:1]12([NH:11][c:12]3[n:13][cH:14][c:15]([C:22](=[O:23])[N:24]4[CH2:25][CH2:26][CH:27]([C:30](=[O:31])[OH:32])[CH2:28][CH2:29]4)[c:16]([C:18]([F:19])([F:20])[F:21])[n:17]3)[CH2:2][CH:3]3[CH2:4][CH:5]([CH2:6][CH:7]([CH2:8]1)[CH2:9]3)[CH2:10]2. The reactants are C(#N)C1(CC1)NC(=O)[C@H]1[C@@H](C[C@@H](C1)S(=O)(=O)C1=C(C=C(C=C1)F)C(F)(F)F)C(=O)N1CC(C1)(F)F ((1R,2R,4R)-2-(3,3-Difluoro-azetidine-1-carbonyl)-4-(4-fluoro-2-trifluoromethyl-benzenesulfonyl)-cyclopentanecarboxylic acid (1-cyano-cyclopropyl)-amide), N1N=CC=C1 (pyrazole). Yields the product C(#N)C1(CC1)NC(=O)C1C(CC(C1)S(=O)(=O)C1=C(C=C(C=C1)N1N=CC=C1)C(F)(F)F)C(=O)N1CC(C1)(F)F (2-(3,3-Difluoro-azetidine-1-carbonyl)-4-(4-pyrazol-1-yl-2-trifluoromethyl-benzenesulfonyl)-cyclopentanecarboxylic acid (1-cyano-cyclopropyl)-amide). As a reaction SMILES: [C:1]([C:3]1([NH:6][C:7]([C@@H:9]2[CH2:13][C@@H:12]([S:14]([C:17]3[CH:22]=[CH:21][C:20](F)=[CH:19][C:18]=3[C:24]([F:27])([F:26])[F:25])(=[O:16])=[O:15])[CH2:11][C@H:10]2[C:28]([N:30]2[CH2:33][C:32]([F:35])([F:34])[CH2:31]2)=[O:29])=[O:8])[CH2:5][CH2:4]1)#[N:2].[NH:36]1[CH:40]=[CH:39][CH:38]=[N:37]1>>[C:1]([C:3]1([NH:6][C:7]([CH:9]2[CH2:13][CH:12]([S:14]([C:17]3[CH:22]=[CH:21][C:20]([N:36]4[CH:40]=[CH:39][CH:38]=[N:37]4)=[CH:19][C:18]=3[C:24]([F:26])([F:27])[F:25])(=[O:16])=[O:15])[CH2:11][CH:10]2[C:28]([N:30]2[CH2:33][C:32]([F:34])([F:35])[CH2:31]2)=[O:29])=[O:8])[CH2:4][CH2:5]1)#[N:2]. Procedure: The title compound was prepared in analogy to Example 127 using (1R,2R,4R)-2-(3,3-Difluoro-azetidine-1-carbonyl)-4-(4-fluoro-2-trifluoromethyl-benzenesulfonyl)-cyclopentanecarboxylic acid (1-cyano-cyclopropyl)-amide (Example 118) and pyrazole. White foam. MS (EI): 572.14 (M+H)+.